Dataset: the Open Reaction Database (ORD), a public repository of structured organic reaction records. Task: describe an organic reaction: reactants, conditions, products, and yield The reactants are C1(CC1)N1C=C(C(C2=CC(=C(C(=C12)C#CC)F)F)=O)C(=O)OCC (ethyl 1-cyclopropyl-6,7-difluoro-1,4-dihydro-4-oxo-8-(propin-1-yl)-3-quinolinecarboxylate), O (water), S(O)(O)(=O)=O (sulphuric acid), O (water). Solvent: C(C)(=O)O (acetic acid). The product is C1(CC1)N1C=C(C(C2=CC(=C(C(=C12)C#CC)F)F)=O)C(=O)O (1-cyclopropyl-6,7-difluoro-1,4-dihydro-4-oxo-8-(propin-1-yl)-3-quinolinecarboxylic acid). Isolated yield 81.9%. As a reaction SMILES: [CH:1]1([N:4]2[C:13]3[C:8](=[CH:9][C:10]([F:18])=[C:11]([F:17])[C:12]=3[C:14]#[C:15][CH3:16])[C:7](=[O:19])[C:6]([C:20]([O:22]CC)=[O:21])=[CH:5]2)[CH2:3][CH2:2]1.O.S(=O)(=O)(O)O>C(O)(=O)C>[CH:1]1([N:4]2[C:13]3[C:8](=[CH:9][C:10]([F:18])=[C:11]([F:17])[C:12]=3[C:14]#[C:15][CH3:16])[C:7](=[O:19])[C:6]([C:20]([OH:22])=[O:21])=[CH:5]2)[CH2:2][CH2:3]1. Procedure details: 1.4 g of ethyl 1-cyclopropyl-6,7-difluoro-1,4-dihydro-4-oxo-8-(propin-1-yl)-3-quinolinecarboxylate are refluxed for 1 hour in a mixture of 20 ml of glacial acetic acid, 1.5 ml of water and 0.5 ml of concentrated sulphuric acid. The mixture is treated with approx. 10 ml of water, and the solid which has precipitated is then isolated and dried. In this manner, 1.05 g of 1-cyclopropyl-6,7-difluoro-1,4-dihydro-4-oxo-8-(propin-1-yl)-3-quinolinecarboxylic acid are obtained (82% of theory).